Dataset: the Open Reaction Database (ORD), a public repository of structured organic reaction records. Task: describe an organic reaction: reactants, conditions, products, and yield Starting materials: O=C1CCC(=O)N1Br, CCOC(=O)Cc1csc(NC(=O)Nc2ccc(C)cc2C(=O)C2CCCC2)n1, CC#N, ClCCl. The product is CCOC(=O)Cc1nc(NC(=O)Nc2ccc(C)cc2C(=O)C2CCCC2)sc1Br. RXN SMILES: [Br:30][N:31]1[C:32](=[O:33])[CH2:34][CH2:35][C:36]1=[O:37].[CH2:1]([CH3:2])[O:3][C:4]([CH2:5][c:6]1[n:7][c:8]([NH:11][C:12](=[O:13])[NH:14][c:15]2[c:16]([C:22](=[O:23])[CH:24]3[CH2:25][CH2:26][CH2:27][CH2:28]3)[cH:17][c:18]([CH3:21])[cH:19][cH:20]2)[s:9][cH:10]1)=[O:29].[CH3:38][C:39]#[N:40].[Cl:41][CH2:42][Cl:43]>>[CH2:1]([CH3:2])[O:3][C:4]([CH2:5][c:6]1[n:7][c:8]([NH:11][C:12](=[O:13])[NH:14][c:15]2[c:16]([C:22](=[O:23])[CH:24]3[CH2:25][CH2:26][CH2:27][CH2:28]3)[cH:17][c:18]([CH3:21])[cH:19][cH:20]2)[s:9][c:10]1[Br:30])=[O:29].